This data is from the Open Reaction Database (ORD), a public repository of structured organic reaction records. The task is: describe an organic reaction: reactants, conditions, products, and yield Reactants: CO, Cl, [Na+], CCOC(=O)CN1CCC(n2c(=O)[nH]c3ccccc32)CC1, [OH-]. The product is O=C(O)CN1CCC(n2c(=O)[nH]c3ccccc32)CC1. Reaction SMILES: [CH3:26][OH:27].[ClH:25].[Na+:24].[O:1]=[c:2]1[nH:3][c:4]2[c:5]([n:6]1[CH:7]1[CH2:8][CH2:9][N:10]([CH2:13][C:14](=[O:15])[O:16][CH2:17][CH3:18])[CH2:11][CH2:12]1)[cH:19][cH:20][cH:21][cH:22]2.[OH-:23]>>[O:1]=[c:2]1[nH:3][c:4]2[c:5]([n:6]1[CH:7]1[CH2:8][CH2:9][N:10]([CH2:13][C:14](=[O:15])[OH:16])[CH2:11][CH2:12]1)[cH:19][cH:20][cH:21][cH:22]2. Reactants: C(C)(C)N1CC2C=3C=CC(=CC3C(C1)CC2)N (10-isopropyl-10-aza-tricyclo[6.3.2.0*2,7*]trideca-2(7),3,5-trien-4-ylamine), ClC1=NC=C(C(=N1)NC1=C(C(=O)NC)C=CC=C1)Cl (2-(2,5-dichloro-pyrimidin-4-ylamino)-N-methyl-benzamide). Product: ClC=1C(=NC(=NC1)NC=1C=C2C3CN(CC(C2=CC1)CC3)C(C)C)NC3=C(C(=O)NC)C=CC=C3 (2-[5-Chloro-2-(10-isopropyl-10-aza-tricyclo[6.3.2.0*2,7*]trideca-2,4,6-trien-4-ylamino)-pyrimidin-4-ylamino]-N-methyl-benzamide), foam. The yield is 60.0%. RXN SMILES: [CH:1]([N:4]1[CH2:14][CH:13]2[CH2:15][CH2:16][CH:6]([C:7]3[CH:8]=[CH:9][C:10]([NH2:17])=[CH:11][C:12]=32)[CH2:5]1)([CH3:3])[CH3:2].Cl[C:19]1[N:24]=[C:23]([NH:25][C:26]2[CH:35]=[CH:34][CH:33]=[CH:32][C:27]=2[C:28]([NH:30][CH3:31])=[O:29])[C:22]([Cl:36])=[CH:21][N:20]=1>>[Cl:36][C:22]1[C:23]([NH:25][C:26]2[CH:35]=[CH:34][CH:33]=[CH:32][C:27]=2[C:28]([NH:30][CH3:31])=[O:29])=[N:24][C:19]([NH:17][C:10]2[CH:11]=[C:12]3[C:7](=[CH:8][CH:9]=2)[CH:6]2[CH2:16][CH2:15][CH:13]3[CH2:14][N:4]([CH:1]([CH3:3])[CH3:2])[CH2:5]2)=[N:20][CH:21]=1. Procedure details: 2-[5-Chloro-2-(10-isopropyl-10-aza-tricyclo[6.3.2.0*2,7*]trideca-2,4,6-trien-4-ylamino)-pyrimidin-4-ylamino]-N-methyl-benzamide was prepared from 10-isopropyl-10-aza-tricyclo[6.3.2.0*2,7*]trideca-2(7),3,5-trien-4-ylamine and 2-(2,5-dichloro-pyrimidin-4-ylamino)-N-methyl-benzamide in an analogous manner to Example 271d. Product isolated as a light brown foam (35 mg, 60%). LCMS (m/e) 491 (M+1); 1H-NMR (CDCl3, 400 MHz) δ 11.02 (s, 1H), 8.67 (d, 1H, J=8.4 Hz), 8.09 (s, 1H), 7.47 (dd, 1H, J=1.3 and 7... Starting materials: crude product, NC=1C(=C(C(=CC1Cl)F)N1C(NC(=CC1=O)C(F)(F)F)=O)OC (3-(3-amino4-chloro-6-fluoro-2-methoxyphenyl)-6-trifluoromethyl-2,4-(1H,3H)-pyrimidinedione), C([O-])([O-])=O.[K+].[K+] (potassium carbonate), CI (methyl iodide). Solvent: CC(=O)C (acetone). The product is NC=1C(=C(C(=CC1Cl)F)N1C(N(C(=CC1=O)C(F)(F)F)C)=O)OC (3-(3-amino4-chloro-6-fluoro-2-methoxyphenyl)-1-methyl-6-trifluoromethyl-2,4(1H,3H)-pyrimidinedione). Yield: 129.5%. RXN SMILES: [NH2:1][C:2]1[C:3]([O:22][CH3:23])=[C:4]([N:10]2[C:15](=[O:16])[CH:14]=[C:13]([C:17]([F:20])([F:19])[F:18])[NH:12][C:11]2=[O:21])[C:5]([F:9])=[CH:6][C:7]=1[Cl:8].[C:24](=O)([O-])[O-].[K+].[K+].CI>CC(C)=O>[NH2:1][C:2]1[C:3]([O:22][CH3:23])=[C:4]([N:10]2[C:15](=[O:16])[CH:14]=[C:13]([C:17]([F:19])([F:18])[F:20])[N:12]([CH3:24])[C:11]2=[O:21])[C:5]([F:9])=[CH:6][C:7]=1[Cl:8] |f:1.2.3|. Procedure details: A solution of 7.5 grams (0.021 mole) of 3-(3-amino4-chloro-6-fluoro-2-methoxyphenyl)-6-trifluoromethyl-2,4-(1H,3H)-pyrimidinedione, 3.4 grams (0.025 mole) of potassium carbonate, and 3.5 grams (0.025 mole) of methyl iodide in 200 mL of acetone was stirred at ambient temperature for about 18 hours. The reaction mixture was then concentrated under reduced pressure, and the residue was taken up in 200 mL of water. The mixture was extracted with two 100 mL portions of ethyl acetate. The combined ext... As a reaction SMILES: [C:21](=[O:22])([O-:23])[O-:24].[CH3:11][c:12]1[n:13][n:14]2[c:15]([cH:16][cH:17][cH:18][cH:19]2)[cH:20]1.[CH3:1][N:2]([CH:3]=[O:4])[CH3:5].[K+:25].[K+:26].[OH2:27].[P:6]([Cl:7])([Cl:8])([Cl:9])=[O:10]>>[CH:3](=[O:4])[c:20]1[c:12]([CH3:11])[n:13][n:14]2[c:15]1[cH:16][cH:17][cH:18][cH:19]2. The product is Cc1nn2ccccc2c1C=O. Reactants: O=C([O-])[O-], Cc1cc2ccccn2n1, CN(C)C=O, [K+], [K+], O, O=P(Cl)(Cl)Cl. Reactants: CC(C)=O, CC(C)=CCCC(C)CC(C)O, [Cr+6], [Na+], O=S([O-])O. Yields the product CC(=O)CC(C)CCC=C(C)C. As a reaction SMILES: [CH3:19][C:20](=[O:21])[CH3:22].[CH3:1][CH:2]([CH2:3][CH:4]([CH3:5])[OH:6])[CH2:7][CH2:8][CH:9]=[C:10]([CH3:11])[CH3:12].[Cr+6:18].[Na+:17].[S:13]([O-:14])([OH:15])=[O:16]>>[CH3:1][CH:2]([CH2:3][C:4]([CH3:5])=[O:6])[CH2:7][CH2:8][CH:9]=[C:10]([CH3:11])[CH3:12].